Dataset: the Open Reaction Database (ORD), a public repository of structured organic reaction records. Task: describe an organic reaction: reactants, conditions, products, and yield Isolated yield 59.2%. Run in C(C)#N.O (acetonitrile water). Reaction SMILES: [Cl:1][C:2]1[N:7]=[C:6]([Cl:8])[CH:5]=[C:4](Cl)[N:3]=1.CC1(C)C(C)(C)OB([C:18]2[CH:19]=[C:20]([C:25]([F:28])([F:27])[F:26])[C:21]([NH2:24])=[N:22][CH:23]=2)O1.C(=O)([O-])[O-].[Cs+].[Cs+]>C(#N)C.O.[Pd](Cl)Cl.C1(P(C2C=CC=CC=2)[C-]2C=CC=C2)C=CC=CC=1.[C-]1(P(C2C=CC=CC=2)C2C=CC=CC=2)C=CC=C1.[Fe+2]>[Cl:1][C:2]1[N:3]=[C:4]([C:18]2[CH:19]=[C:20]([C:25]([F:28])([F:27])[F:26])[C:21]([NH2:24])=[N:22][CH:23]=2)[CH:5]=[C:6]([Cl:8])[N:7]=1 |f:2.3.4,5.6,7.8.9.10|. Run at time 16 hour. Procedure: To a microwave vial charged with 2,4,6-trichloropyrimidine (300 mg, 1.64 mmol), 5-(4,4,5,5-tetramethyl-1,3,2-dioxaborolan-2-yl)-3-(trifluoromethyl)pyridin-2-amine (518 mg, 1.80 mmol) and cesium carbonate (1.07 g, 3.27 mmol) in acetonitrile/water (4:1, 30 mL) was added 1,1′-bis(diphenylphosphino)ferrocene-palladium(II)dichloride (60 mg, 0.05 mmol) under nitrogen. The mixture was stirred at room temperature for 16 h. The reaction mixture was concentrated in vacuo, and resulting residue was purifie... The reactants are ClC1=NC(=CC(=N1)Cl)Cl (2,4,6-trichloropyrimidine), CC1(OB(OC1(C)C)C=1C=C(C(=NC1)N)C(F)(F)F)C (5-(4,4,5,5-tetramethyl-1,3,2-dioxaborolan-2-yl)-3-(trifluoromethyl)pyridin-2-amine), C([O-])([O-])=O.[Cs+].[Cs+] (cesium carbonate). Reagents/catalysts: [Pd](Cl)Cl.C1(=CC=CC=C1)P([C-]1C=CC=C1)C1=CC=CC=C1.[C-]1(C=CC=C1)P(C1=CC=CC=C1)C1=CC=CC=C1.[Fe+2] (1,1′-bis(diphenylphosphino)ferrocene-palladium(II)dichloride). Product: ClC1=NC(=CC(=N1)C=1C=C(C(=NC1)N)C(F)(F)F)Cl (5-(2,6-dichloropyrimidin-4-yl)-3-(trifluoromethyl)pyridin-2-amine).